From a dataset of the Open Reaction Database (ORD), a public repository of structured organic reaction records. describe an organic reaction: reactants, conditions, products, and yield Starting materials: CCOC(C)=O, CSc1ccc2c(c1)CN(C(C)C)S(=O)(=O)N2, CC(C)=O, O, O. The product is CC(C)N1Cc2cc(S(C)(=O)=O)ccc2NS1(=O)=O. As a reaction SMILES: [CH3:18][CH2:19][O:20][C:21](=[O:22])[CH3:23].[CH3:1][CH:2]([CH3:3])[N:4]1[S:5](=[O:16])(=[O:17])[NH:6][c:7]2[c:8]([cH:10][c:11]([S:14][CH3:15])[cH:12][cH:13]2)[CH2:9]1.[CH3:26][C:27]([CH3:28])=[O:29].[OH2:24].[OH2:25]>>[CH3:1][CH:2]([CH3:3])[N:4]1[S:5](=[O:16])(=[O:17])[NH:6][c:7]2[c:8]([cH:10][c:11]([S:14]([CH3:15])(=[O:20])=[O:24])[cH:12][cH:13]2)[CH2:9]1. The reactants are CSc1ncc(C(=O)O)c(NC(C)C)n1, O=S(Cl)Cl. Product: CSc1ncc(C(=O)O)c(NC(C)C)n1, [Cl-]. Reaction SMILES: [CH:1]([CH3:2])([CH3:3])[NH:4][c:5]1[n:6][c:7]([S:14][CH3:15])[n:8][cH:9][c:10]1[C:11](=[O:12])[OH:13].[S:16]([Cl:17])([Cl:18])=[O:19]>>[CH:1]([CH3:2])([CH3:3])[NH:4][c:5]1[n:6][c:7]([S:14][CH3:15])[n:8][cH:9][c:10]1[C:11](=[O:12])[OH:13].[Cl-:18].